From a dataset of the Open Reaction Database (ORD), a public repository of structured organic reaction records. describe an organic reaction: reactants, conditions, products, and yield The reactants are CCOC(=O)c1cc(NCc2ccccc2)c(Oc2ccccc2)c(S(=O)(=O)NC)c1, [Na+], [OH-]. Yields the product CNS(=O)(=O)c1cc(C(=O)O)cc(NCc2ccccc2)c1Oc1ccccc1. RXN SMILES: [CH2:1]([c:2]1[cH:3][cH:4][cH:5][cH:6][cH:7]1)[NH:8][c:9]1[cH:10][c:11]([C:12](=[O:13])[O:14][CH2:15][CH3:16])[cH:17][c:18]([S:27]([NH:28][CH3:29])(=[O:30])=[O:31])[c:19]1[O:20][c:21]1[cH:22][cH:23][cH:24][cH:25][cH:26]1.[Na+:33].[OH-:32]>>[CH2:1]([c:2]1[cH:3][cH:4][cH:5][cH:6][cH:7]1)[NH:8][c:9]1[cH:10][c:11]([C:12](=[O:13])[OH:14])[cH:17][c:18]([S:27]([NH:28][CH3:29])(=[O:30])=[O:31])[c:19]1[O:20][c:21]1[cH:22][cH:23][cH:24][cH:25][cH:26]1. Reactants: OC=1C=CC=C2C=CC=NC12 (8-hydroxyquinoline), NC1=C(C=CC=C1)S (2-aminothiophenol), OC=1C=CC=C2C=CC(=NC12)C(=O)O (8-hydroxyquinoline-2-carboxylic acid), O=O (oxygen), trichloride. The solvent is C1(=CC=CC=C1)C (toluene). Run at temperature 40 celsius. Yields the product S1C(=NC2=C1C=CC=C2)C2=NC1=C(C=CC=C1C=C2)O (2-(benzo[d]thiazol-2-yl)quinolin-8-ol). As a reaction SMILES: OC1C=CC=C2C=1N=CC=C2.[NH2:12][C:13]1[CH:18]=[CH:17][CH:16]=[CH:15][C:14]=1[SH:19].[OH:20][C:21]1[CH:22]=[CH:23][CH:24]=[C:25]2[C:30]=1[N:29]=[C:28]([C:31](O)=O)[CH:27]=[CH:26]2.O=O>C1(C)C=CC=CC=1>[S:19]1[C:14]2[CH:15]=[CH:16][CH:17]=[CH:18][C:13]=2[N:12]=[C:31]1[C:28]1[CH:27]=[CH:26][C:25]2[C:30](=[C:21]([OH:20])[CH:22]=[CH:23][CH:24]=2)[N:29]=1. Procedure details: To introduce a benzo[d]thiazol group into an 8-hydroxyquinoline compound, 2-aminothiophenol (123 mg, 1.1 mmol) and 8-hydroxyquinoline-2-carboxylic acid (189 mg, 2 mmol) were dissolved in dry toluene (30 ml) with blown nitrogen to prevent oxidation which is caused by oxygen in air. The solution was heated to 40° C. and phosphrous trichloride (0.1 ml, 1.1 mmol) was slowly added thereto. Then, the reaction solution was heated at 100° C. for 24 hours and allowed to cool. The reaction mixture was ext... Reactants: CN(C(=O)OC(C)(C)C)c1ccc2c(c1)C1(C)CCN(C)C1N2C, CN=C=O, ClCCl. Product: CNC(=O)N(C)c1ccc2c(c1)C1(C)CCN(C)C1N2C. As a reaction SMILES: [C:1]([CH3:3])([CH3:4])([O:5][C:6](=[O:2])[N:8]([CH3:9])[c:10]1[cH:11][c:12]2[c:16]([cH:17][cH:18]1)[N:15]([CH3:19])[CH:14]1[C:13]2([CH3:24])[CH2:22][CH2:21][N:20]1[CH3:23])[CH3:7].[CH3:25][N:26]=[C:27]=[O:28].[Cl:29][CH2:30][Cl:31]>>[O:5]=[C:6]([N:8]([CH3:9])[c:10]1[cH:11][c:12]2[c:16]([cH:17][cH:18]1)[N:15]([CH3:19])[CH:14]1[C:13]2([CH3:24])[CH2:22][CH2:21][N:20]1[CH3:23])[NH:26][CH3:25]. Starting materials: CCO, Ic1nc(CCc2ccc(-c3ccccn3)cc2)[nH]c1I, [Na+], [Na+], O, O=S([O-])[O-]. Product: Ic1c[nH]c(CCc2ccc(-c3ccccn3)cc2)n1. RXN SMILES: [CH3:28][CH2:29][OH:30].[I:1][c:2]1[n:3][c:4]([CH2:8][CH2:9][c:10]2[cH:11][cH:12][c:13](-[c:16]3[n:17][cH:18][cH:19][cH:20][cH:21]3)[cH:14][cH:15]2)[nH:5][c:6]1[I:7].[Na+:26].[Na+:27].[OH2:31].[S:22]([O-:23])([O-:24])=[O:25]>>[I:1][c:2]1[n:3][c:4]([CH2:8][CH2:9][c:10]2[cH:11][cH:12][c:13](-[c:16]3[n:17][cH:18][cH:19][cH:20][cH:21]3)[cH:14][cH:15]2)[nH:5][cH:6]1. The reactants are Cl.NC=1SC(=CN1)Cl (2-amino-5-chloro-thiazole hydrochloride), C(C)OC(CC(=O)CCl)=O (ethyl-4-chloroacetoacetate). Solvent: polyphosphoric acid. Conditions: temperature 110 celsius, time 1 hour. The product is ClC1=CN2C(=NC(=CC2=O)CCl)S1 (2-chloro-7-chloromethyl-5H-thiazolo[3,2-a]pyrimidine-5-one). RXN SMILES: Cl.[NH2:2][C:3]1[S:4][C:5]([Cl:8])=[CH:6][N:7]=1.C([O:11][C:12](=O)[CH2:13][C:14]([CH2:16][Cl:17])=O)C>>[Cl:8][C:5]1[S:4][C:3]2=[N:2][C:14]([CH2:16][Cl:17])=[CH:13][C:12](=[O:11])[N:7]2[CH:6]=1 |f:0.1|. Procedure details: 2-amino-5-chloro-thiazole hydrochloride (8 g) was reacted with ethyl-4-chloroacetoacetate (15.8 g) in polyphosphoric acid (40 g) under stirring at 110° C. for 1 hour. After cooling, dilution with water and neutralization with 35% NaOH, the precipitate was filtered and washed with water. Crystallization from isopropyl ether gave 2-chloro-7-chloromethyl-5H-thiazolo[3,2-a]pyrimidine-5-one, m.p. 123°-125° C. (7.45 g), which was reacted with triphenylphosphine (9.42 g) in acetonitrile (100 ml) under ... Starting materials: Cl.N12CC3[C@H](C(CC(C1)C3)C2)N ((4r)-1-azatricyclo[3.3.1.13,7]dec-4-ylamine hydrochloride), S1C(=CC=C1C(=O)O)C=1SC=CC1 (2,2′-bithiophene-5-carboxylic acid), N (NH3). The product is Cl.N12CC3[C@H](C(CC(C1)C3)C2)NC(=O)C2=CC=C(S2)C=2SC=CC2 (2,2′-Bithiophene-5-carboxylic acid(4r)-(1-azatricyclo[3.3.1.13,7]dec-4-yl)-amide hydrochloride). RXN SMILES: [ClH:1].[N:2]12[CH2:11][CH:6]3[CH2:7][CH:8]([CH2:10][CH:4]([C@H:5]3[NH2:12])[CH2:3]1)[CH2:9]2.[S:13]1[C:17]([C:18](O)=[O:19])=[CH:16][CH:15]=[C:14]1[C:21]1[S:22][CH:23]=[CH:24][CH:25]=1.N>>[ClH:1].[N:2]12[CH2:11][CH:6]3[CH2:7][CH:8]([CH2:10][CH:4]([C@H:5]3[NH:12][C:18]([C:17]3[S:13][C:14]([C:21]4[S:22][CH:23]=[CH:24][CH:25]=4)=[CH:15][CH:16]=3)=[O:19])[CH2:3]1)[CH2:9]2 |f:0.1,4.5|. Procedure: Prepared from (4r)-1-azatricyclo[3.3.1.13,7]dec-4-ylamine hydrochloride and 2,2′-bithiophene-5-carboxylic acid (Acros) according to methods A and C; yield 142 mg, 0.37 mmol (93%): 1H NMR (300 MHz, methanol-d4) δ 2.06-2.27 (m, 5H), 2.46 (s, 2H), 3.49 (d, J=13 Hz, 2H), 3.55 (s, 2H), 3.82 (d, J=13 Hz, 2H), 4.24 (s, 1H), 7.08 (dd, J=5, 4 Hz, 1H), 7.24 (d, J=4 Hz, 1H), 7.35 (dd, J=4, 1 Hz, 1H), 7.43 (dd, J=5, 1 Hz, 1H), 7.79 (d, J=4 Hz, 1H); MS (DCI/NH3) m/z 345 (M+H)+; Anal. C18H20N2OS2.HCl: C, H, N... Reactants: CC1=CC=C(C=S)C=C1 (4-methylthiobenzaldehyde), C1C=C(C2=CC=CC=C12)CC(=O)OC (methyl inden-3-ylacetate), [Li+].CC(C)[N-]C(C)C (LDA), C1CCOC1 (THF), C1CCOC1 (THF). Reaction conditions: temperature -70 celsius, time 30 minute. Product: CSC1=CC=C(\C=C\2/C=C(C3=CC=CC=C23)CC(=O)OC)C=C1 (Methyl (E)-1-(4-methylthiobenzylidene)inden-3-ylacetate). As a reaction SMILES: [CH2:1]1[C:9]2[C:4](=[CH:5][CH:6]=[CH:7][CH:8]=2)[C:3]([CH2:10][C:11]([O:13][CH3:14])=[O:12])=[CH:2]1.[Li+].CC([N-][CH:20]([CH3:22])[CH3:21])C.CC1C=CC([CH:28]=[S:29])=CC=1.[CH2:32]1[CH2:36]O[CH2:34][CH2:33]1>>[CH3:28][S:29][C:21]1[CH:20]=[CH:22][C:32](/[CH:36]=[C:1]2\[CH:2]=[C:3]([CH2:10][C:11]([O:13][CH3:14])=[O:12])[C:4]3[C:9]\2=[CH:8][CH:7]=[CH:6][CH:5]=3)=[CH:33][CH:34]=1 |f:1.2|. Reported procedure: To a solution of methyl inden-3-ylacetate (2 g, 10.6 mmol) in dry THF (20 mL) at −70° C. was added dropwise a solution of LDA in THF (25.7 mL, 0.87 M, 2.1 eq.). The resulting orange solution was stirred 30 minutes at −70° C. and then 4-methylthiobenzaldehyde (1.6 mL, 11.7 mmol, 1.1 eq.) was added dropwise. The cooling bath was removed and the reaction mixture was left to warm up to room temperature while a precipitate appeared. The reaction mixture was then quenched with a saturated aqueous solu... The reactants are CCCO, CC(C)(C)OC(=O)N1CC2CN(c3cnc(Cl)c(Cl)c3)CC21, O=S(=O)(O)c1ccccc1. The product is Clc1cc(N2CC3CNC3C2)cnc1Cl, O=S(=O)(O)c1ccccc1. Reaction SMILES: [CH2:33]([OH:34])[CH2:35][CH3:36].[Cl:1][c:2]1[cH:3][c:4]([N:9]2[CH2:10][CH:11]3[CH2:12][N:13]([C:16]([O:17][C:18]([CH3:19])([CH3:20])[CH3:21])=[O:22])[CH:14]3[CH2:15]2)[cH:5][n:6][c:7]1[Cl:8].[c:23]1([S:29](=[O:30])(=[O:31])[OH:32])[cH:24][cH:25][cH:26][cH:27][cH:28]1>>[Cl:1][c:2]1[cH:3][c:4]([N:9]2[CH2:10][CH:11]3[CH2:12][NH:13][CH:14]3[CH2:15]2)[cH:5][n:6][c:7]1[Cl:8].[c:23]1([S:29](=[O:30])(=[O:31])[OH:32])[cH:24][cH:25][cH:26][cH:27][cH:28]1. Reactants: FC(C(=O)O)(F)F.OC1CN(C1)C1=CC(=NC=N1)N1NC=C(C1=O)N1C=NC=C1 (2-[6-(3-Hydroxyazetidin-1-yl)pyrimidin-4-yl]-4-(1H-imidazol-1-yl)-1,2-dihydro-3H-pyrazol-3-one trifluoroacetate), solution, Cl (hydrogen chloride). Run in O1CCOCC1 (dioxane). Product: Cl.OC1CN(C1)C1=CC(=NC=N1)N1NC=C(C1=O)N1C=NC=C1 (2-[6-(3-Hydroxyazetidin-1-yl)pyrimidin-4-yl]-4-(1H-imidazol-1-yl)-1,2-dihydro-3H-pyrazol-3-one hydrochloride). Reaction SMILES: FC(F)(F)C(O)=O.[OH:8][CH:9]1[CH2:12][N:11]([C:13]2[N:18]=[CH:17][N:16]=[C:15]([N:19]3[C:23](=[O:24])[C:22]([N:25]4[CH:29]=[CH:28][N:27]=[CH:26]4)=[CH:21][NH:20]3)[CH:14]=2)[CH2:10]1.[ClH:30]>O1CCOCC1>[ClH:30].[OH:8][CH:9]1[CH2:10][N:11]([C:13]2[N:18]=[CH:17][N:16]=[C:15]([N:19]3[C:23](=[O:24])[C:22]([N:25]4[CH:29]=[CH:28][N:27]=[CH:26]4)=[CH:21][NH:20]3)[CH:14]=2)[CH2:12]1 |f:0.1,4.5|. Procedure: 100 mg (0.2 mmol) of the compound from Example 100 are stirred with 3 ml of a 4 N solution of hydrogen chloride in dioxane The solid is filtered off, washed twice with tert-butyl methyl ether and dried under a high vacuum. The reactants are [K+].BrC1=CC=C(C=C1)C(OC(C(=O)[O-])CC(C)C)C=1C=NC=CC1 (2-[(4-bromophenyl)(pyridin-3-yl)methoxy]-4-methylpentanoic acid potassium salt), Cl.NCC#N (aminoacetonitrile HCl Salt). The product is BrC1=CC=C(C=C1)C(OC(C(=O)NCC#N)CC(C)C)C=1C=NC=CC1 (2-[(4-bromophenyl)(pyridin-3-yl)methoxy]-N-(cyanomethyl)-4-methylpentanamide). RXN SMILES: [K+].[Br:2][C:3]1[CH:8]=[CH:7][C:6]([CH:9]([C:19]2[CH:20]=[N:21][CH:22]=[CH:23][CH:24]=2)[O:10][CH:11]([CH2:15][CH:16]([CH3:18])[CH3:17])[C:12]([O-:14])=O)=[CH:5][CH:4]=1.Cl.[NH2:26][CH2:27][C:28]#[N:29]>>[Br:2][C:3]1[CH:4]=[CH:5][C:6]([CH:9]([C:19]2[CH:20]=[N:21][CH:22]=[CH:23][CH:24]=2)[O:10][CH:11]([CH2:15][CH:16]([CH3:18])[CH3:17])[C:12]([NH:29][CH2:28][C:27]#[N:26])=[O:14])=[CH:7][CH:8]=1 |f:0.1,2.3|. Reported procedure: Using the same protocol as described in example 17, step 3, 2-[(4-bromophenyl)(pyridin-3-yl)methoxy]-4-methylpentanoic acid potassium salt from step 3 (132 mg, 0.35 mmol) was coupled with aminoacetonitrile HCl Salt. The crude residue obtained was chromatographed on silica gel using 10% MeOH in dichloromethane to afford the title compound.